Dataset: the Open Reaction Database (ORD), a public repository of structured organic reaction records. Task: describe an organic reaction: reactants, conditions, products, and yield Product: N1C=CC(C2=CC=CC=C12)=O (4(1H)-quinolone). Reactants: C(C1=CC=CC=C1)(=O)OCC(C(=O)[O-])=CNC1=CC=CC=C1 (2-(benzoyloxymethyl)phenylaminoacrylate). Isolated yield 110.6%. Procedure details: Diphenyl ether (500 ml) was heated to reflux, ethyl 2-isobutyryl-3-(2-(benzoyloxymethyl)phenylaminoacrylate (29.3 g, 74.1 mmol) added, and heating continued for 15 minutes. The bulk of the diphenyl ether was removed by vacuum distillation, and the residue chromatographed (silica gal, 1%-2.5% methanol in dichloromethane) and recrystallized from ethyl acetate to give 3-isobutyryl-8-benzoyloxymethyl)-4(1H)-quinolone (11.9 g, 46%), m.p. 158°-160°. Solvent: C1(=CC=CC=C1)OC1=CC=CC=C1 (Diphenyl ether). Conditions: time 15 minute. As a reaction SMILES: C(OC[C:11](=[CH:15][NH:16][C:17]1[CH:22]=[CH:21][CH:20]=[CH:19][CH:18]=1)[C:12]([O-:14])=O)(=O)C1C=CC=CC=1>C1(OC2C=CC=CC=2)C=CC=CC=1>[NH:16]1[C:17]2[C:18](=[CH:19][CH:20]=[CH:21][CH:22]=2)[C:12](=[O:14])[CH:11]=[CH:15]1. The reactants are CCOC(=O)CCCOc1cccc(CCCCCCOc2cc(-c3ccnc(SC)n3)cc(S(C)(=O)=O)c2)c1CCC(=O)OCC, C1CCOC1, CO. Yields the product CCOC(=O)CCCOc1cccc(CCCCCCOc2cc(-c3ccncn3)cc(S(C)(=O)=O)c2)c1CCC(=O)OCC. Reaction SMILES: [CH2:1]([CH3:2])[O:3][C:4]([CH2:5][CH2:6][CH2:7][O:8][c:9]1[c:10]([CH2:40][CH2:41][C:42](=[O:43])[O:44][CH2:45][CH3:46])[c:11]([CH2:15][CH2:16][CH2:17][CH2:18][CH2:19][CH2:20][O:21][c:22]2[cH:23][c:24]([S:36](=[O:37])(=[O:38])[CH3:39])[cH:25][c:26](-[c:28]3[n:29][c:30]([S:34][CH3:35])[n:31][cH:32][cH:33]3)[cH:27]2)[cH:12][cH:13][cH:14]1)=[O:47].[CH2:50]1[O:51][CH2:52][CH2:53][CH2:54]1.[CH3:48][OH:49]>>[CH2:1]([CH3:2])[O:3][C:4]([CH2:5][CH2:6][CH2:7][O:8][c:9]1[c:10]([CH2:40][CH2:41][C:42](=[O:43])[O:44][CH2:45][CH3:46])[c:11]([CH2:15][CH2:16][CH2:17][CH2:18][CH2:19][CH2:20][O:21][c:22]2[cH:23][c:24]([S:36](=[O:37])(=[O:38])[CH3:39])[cH:25][c:26](-[c:28]3[n:29][cH:30][n:31][cH:32][cH:33]3)[cH:27]2)[cH:12][cH:13][cH:14]1)=[O:47]. Starting materials: [Br-], CCOC(=O)C(C#N)=CC1CC1, C[Mg+], CCOCC, [Cu]I. Product: CCOC(=O)C(C#N)C(C)C1CC1. Reaction SMILES: [Br-:13].[C:1](#[N:2])[C:3]([C:4](=[O:5])[O:6][CH2:7][CH3:8])=[CH:9][CH:10]1[CH2:11][CH2:12]1.[CH3:14][Mg+:15].[CH3:18][CH2:19][O:20][CH2:21][CH3:22].[Cu:16][I:17]>>[C:1](#[N:2])[CH:3]([C:4](=[O:5])[O:6][CH2:7][CH3:8])[CH:9]([CH:10]1[CH2:11][CH2:12]1)[CH3:14]. Starting materials: CC(=O)Nc1cn2nc(-c3ccnc(F)c3)ccc2n1, Fc1ccccc1S, [H-], [Na+], CN(C)C=O, O. Yields the product CC(=O)Nc1cn2nc(-c3ccnc(Sc4ccccc4F)c3)ccc2n1. As a reaction SMILES: [F:1][c:2]1[n:3][cH:4][cH:5][c:6](-[c:8]2[cH:9][cH:10][c:11]3[n:12]([n:13]2)[cH:14][c:15]([NH:17][C:18]([CH3:19])=[O:20])[n:16]3)[cH:7]1.[F:26][c:27]1[c:28]([SH:33])[cH:29][cH:30][cH:31][cH:32]1.[H-:34].[Na+:35].[O:21]=[CH:22][N:23]([CH3:24])[CH3:25].[OH2:36]>>[c:2]1([S:33][c:28]2[c:27]([F:26])[cH:32][cH:31][cH:30][cH:29]2)[n:3][cH:4][cH:5][c:6](-[c:8]2[cH:9][cH:10][c:11]3[n:12]([n:13]2)[cH:14][c:15]([NH:17][C:18]([CH3:19])=[O:20])[n:16]3)[cH:7]1. Reactants: S=C(n1ccnc1)n1ccnc1, CC#N, Nc1nc2ccc(OC(F)F)cc2s1. Product: FC(F)Oc1ccc2nc(NC(=S)n3ccnc3)sc2c1. Reaction SMILES: [C:15](=[S:16])([n:17]1[cH:18][n:19][cH:20][cH:21]1)[n:22]1[cH:23][cH:24][n:25][cH:26]1.[CH3:27][C:28]#[N:29].[F:1][CH:2]([O:3][c:4]1[cH:5][c:6]2[c:7]([n:8][c:9]([NH2:11])[s:10]2)[cH:12][cH:13]1)[F:14]>>[F:1][CH:2]([O:3][c:4]1[cH:5][c:6]2[c:7]([n:8][c:9]([NH:11][C:15](=[S:16])[n:17]3[cH:18][n:19][cH:20][cH:21]3)[s:10]2)[cH:12][cH:13]1)[F:14]. Reactants: BrC1=CC=C(C=C1)C(CCN1CCC(CC1)C=1C=C(C=CC1)NC(C(C)C)=O)O (N-(3-{1-[3-(4-bromophenyl)-3-hydroxypropyl]-4-piperidinyl}phenyl)-2-methylpropanamide), C(C)(=O)C=1C=C(C=CC1)O (3-acetylphenol). Product: C(C)(=O)C=1C=C(OC(CCN2CCC(CC2)C=2C=C(C=CC2)NC(C(C)C)=O)C2=CC=C(C=C2)Br)C=CC1 (N-(3-{1-[3-(3-ACETYLPHENOXY)-3-(4-BROMOPHENYL)PROPYL]-4-PIPERIDINYL}PHENYL)-2-METHYLPROPANAMIDE). RXN SMILES: [Br:1][C:2]1[CH:7]=[CH:6][C:5]([CH:8]([OH:29])[CH2:9][CH2:10][N:11]2[CH2:16][CH2:15][CH:14]([C:17]3[CH:18]=[C:19]([NH:23][C:24](=[O:28])[CH:25]([CH3:27])[CH3:26])[CH:20]=[CH:21][CH:22]=3)[CH2:13][CH2:12]2)=[CH:4][CH:3]=1.[C:30]([C:33]1[CH:34]=[C:35](O)[CH:36]=[CH:37][CH:38]=1)(=[O:32])[CH3:31]>>[C:30]([C:33]1[CH:38]=[C:37]([CH:36]=[CH:35][CH:34]=1)[O:29][CH:8]([C:5]1[CH:4]=[CH:3][C:2]([Br:1])=[CH:7][CH:6]=1)[CH2:9][CH2:10][N:11]1[CH2:16][CH2:15][CH:14]([C:17]2[CH:18]=[C:19]([NH:23][C:24](=[O:28])[CH:25]([CH3:26])[CH3:27])[CH:20]=[CH:21][CH:22]=2)[CH2:13][CH2:12]1)(=[O:32])[CH3:31]. Procedure details: Prepared by Procedure A and Scheme AN using N-(3-{1-[3-(4-bromophenyl)-3-hydroxypropyl]-4-piperidinyl}phenyl)-2-methylpropanamide and 3-acetylphenol: ESMS m/e: 576.9 (M+H)+.